This data is from the Open Reaction Database (ORD), a public repository of structured organic reaction records. The task is: describe an organic reaction: reactants, conditions, products, and yield Reactants: COC(C1=C(C(=CC=C1Br)NC(C)=O)[N+](=O)[O-])=O (3-Acetylamino-6-bromo-2-nitro-benzoic acid methyl ester), B(F)(F)F.CCOCC (BF3.Et2O), C(=O)(O)[O-].[Na+] (NaHCO3). Solvent: CO (MeOH). Yields the product COC(C1=C(C(=CC=C1Br)N)[N+](=O)[O-])=O (3-Amino-6-bromo-2-nitro-benzoic acid methyl ester). The yield is 98.9%. RXN SMILES: [CH3:1][O:2][C:3](=[O:18])[C:4]1[C:9]([Br:10])=[CH:8][CH:7]=[C:6]([NH:11]C(=O)C)[C:5]=1[N+:15]([O-:17])=[O:16].B(F)(F)F.CCOCC.C([O-])(O)=O.[Na+]>CO>[CH3:1][O:2][C:3](=[O:18])[C:4]1[C:9]([Br:10])=[CH:8][CH:7]=[C:6]([NH2:11])[C:5]=1[N+:15]([O-:17])=[O:16] |f:1.2,3.4|. Procedure: A solution of 3-acetylamino-6-bromo-2-nitro-benzoic acid methyl ester (iii, 5.53 g, 17.42 mmol) and BF3.Et2O (10.0 mL, 78.91 mmol) in MeOH (100 mL) was heated to reflux for 2 h and cooled to room temperature. The reaction mixture was neutralized with solid NaHCO3 and the solvent was removed under reduced pressure. The solid residu was dissolved in EtOAc (400 mL) and washed with H2O (3×200 mL), brine (1×200 mL), and dried with Na2SO4. The solvent was removed under reduced pressure to yield the de...